From a dataset of the Open Reaction Database (ORD), a public repository of structured organic reaction records. describe an organic reaction: reactants, conditions, products, and yield The reactants are Cl (HCl), ClC1=CC=C(C=C1)C1=C(C(=NO1)C(=O)OCC)C (ethyl 5-(4-chlorophenyl)-4-methylisoxazole-3-carboxylate), O.[OH-].[Li+] (lithium hydroxide hydrate). Run in O1CCCC1 (tetrahydrofuran), O (water). Run at time 20 minute. Yields the product ClC1=CC=C(C=C1)C1=C(C(=NO1)C(=O)O)C (5-(4-chlorophenyl)-4-methylisoxazole-3-carboxylic acid). The yield is 95.8%. Reaction SMILES: [Cl:1][C:2]1[CH:7]=[CH:6][C:5]([C:8]2[O:12][N:11]=[C:10]([C:13]([O:15]CC)=[O:14])[C:9]=2[CH3:18])=[CH:4][CH:3]=1.O.[OH-].[Li+].Cl>O1CCCC1.O>[Cl:1][C:2]1[CH:3]=[CH:4][C:5]([C:8]2[O:12][N:11]=[C:10]([C:13]([OH:15])=[O:14])[C:9]=2[CH3:18])=[CH:6][CH:7]=1 |f:1.2.3|. Procedure: To a solution of ethyl 5-(4-chlorophenyl)-4-methylisoxazole-3-carboxylate (63 mg, 0.24 mmol) in tetrahydrofuran (1.5 mL) was added a solution of lithium hydroxide hydrate (10 mg, 0.24 mmol) in water (1.5 mL). After stirring for 20 minutes, the reaction mixture was acidified with 1M HCl and extracted with dichloromethane three times. The combined dichloromethane extracts were washed with brine, dried over magnesium sulfate, and evaporated to obtain 5-(4-chlorophenyl)-4-methylisoxazole-3-carboxyli... Reactants: BrC1=C(OC2=C1C=CC=C2)CC2N(CCCC2)C(=O)C=2N=C(SC2C2=CC=C(C=C2)F)C ((RS)-1-[2-(3-bromo-benzofuran-2-ylmethyl)-piperidin-1-yl]-1-[5-(4-fluoro-phenyl)-2-methyl-thiazol-4-yl]-methanone), [Cu]C#N (copper(I)cyanide), O (water), C(C)(=O)OCC (ethyl acetate). Solvent: CN1C(CCC1)=O (N-methyl-pyrrolidinone). Product: FC1=CC=C(C=C1)C1=C(N=C(S1)C)C(=O)N1C(CCCC1)CC=1OC2=C(C1C#N)C=CC=C2 ((RS)-2-(1-{1-[5-(4-Fluoro-phenyl)-2-methyl-thiazol-4-yl]-methanoyl}-piperidin-2-ylmethyl)-benzofuran-3-carbonitrile), solid. Isolated yield 39.0%. Reaction SMILES: Br[C:2]1[C:6]2[CH:7]=[CH:8][CH:9]=[CH:10][C:5]=2[O:4][C:3]=1[CH2:11][CH:12]1[CH2:17][CH2:16][CH2:15][CH2:14][N:13]1[C:18]([C:20]1[N:21]=[C:22]([CH3:32])[S:23][C:24]=1[C:25]1[CH:30]=[CH:29][C:28]([F:31])=[CH:27][CH:26]=1)=[O:19].[Cu][C:34]#[N:35].O.C(OCC)(=O)C>CN1CCCC1=O>[F:31][C:28]1[CH:29]=[CH:30][C:25]([C:24]2[S:23][C:22]([CH3:32])=[N:21][C:20]=2[C:18]([N:13]2[CH2:14][CH2:15][CH2:16][CH2:17][CH:12]2[CH2:11][C:3]2[O:4][C:5]3[CH:10]=[CH:9][CH:8]=[CH:7][C:6]=3[C:2]=2[C:34]#[N:35])=[O:19])=[CH:26][CH:27]=1. Procedure: To (RS)-1-[2-(3-bromo-benzofuran-2-ylmethyl)-piperidin-1-yl]-1-[5-(4-fluoro-phenyl)-2-methyl-thiazol-4-yl]-methanone, E81 (270 mg, 0.53 mmol) in N-methyl-pyrrolidinone (8 ml) was added copper(I)cyanide (96 mg, 1.06 mmol) and the mixture stirred under argon at reflux for 6 h. The reaction mixture was cooled, poured into water (80 ml) and ethyl acetate (50 ml) and then filtered through kieselguhr. The filtrate was separated and the aqueous phase extracted with ethyl acetate (2×). The combined orga...